From a dataset of the Open Reaction Database (ORD), a public repository of structured organic reaction records. describe an organic reaction: reactants, conditions, products, and yield The reactants are FC(OC1=CC=C(C=C1)C1NCCC2=C1C=CS2)(F)F (4-(4-Trifluoromethoxyphenyl)4,5,6,7-tetrahydro-thieno[3,2-c]pyridine), CN(C=O)C (N,N-dimethylformamide), COC1=CC=C(C(=O)O)C=C1 (4-methoxybenzoic acid), CN(C=O)C (N,N-dimethylformamide), solution, Cl.CN(CCCN=C=NCC)C (N-(3-dimethylaminopropyl)-N′-ethylcarbodiimide hydrochloride), [Na+].[Cl-] (NaCl). Run in ClCCl (dichloromethane). Conditions: time 8 hour. Yields the product FC(OC1=CC=C(C=C1)C1N(CCC2=C1C=CS2)C(=O)C2=CC=C(C=C2)OC)(F)F ([4-(4-Trifluoromethoxyphenyl)-4,5,6,7-tetrahydro-thieno[3,2-c]pyridin-5-yl]-(4-methoxyphenyl)-methanone). Reaction SMILES: [F:1][C:2]([F:20])([F:19])[O:3][C:4]1[CH:9]=[CH:8][C:7]([CH:10]2[C:15]3[CH:16]=[CH:17][S:18][C:14]=3[CH2:13][CH2:12][NH:11]2)=[CH:6][CH:5]=1.CN(C)C=O.[CH3:26][O:27][C:28]1[CH:36]=[CH:35][C:31]([C:32](O)=[O:33])=[CH:30][CH:29]=1.Cl.CN(C)CCCN=C=NCC.[Na+].[Cl-]>ClCCl>[F:20][C:2]([F:1])([F:19])[O:3][C:4]1[CH:9]=[CH:8][C:7]([CH:10]2[C:15]3[CH:16]=[CH:17][S:18][C:14]=3[CH2:13][CH2:12][N:11]2[C:32]([C:31]2[CH:35]=[CH:36][C:28]([O:27][CH3:26])=[CH:29][CH:30]=2)=[O:33])=[CH:6][CH:5]=1 |f:3.4,5.6|. Reported procedure: A solution of 4-(4-Trifluoromethoxyphenyl)4,5,6,7-tetrahydro-thieno[3,2-c]pyridine in N,N-dimethylformamide (0.375 M, 0.4 ml, 0.15 mmol) was added to a solution of 4-methoxybenzoic acid in N,N-dimethylformamide (0.375 M, 0.4 ml, 0.15 mmol). To this solution 0.25 ml of a suspension of N-(3-dimethylaminopropyl)-N′-ethylcarbodiimide hydrochloride in dichloromethane (1.73 g in 8.3 ml) was added. The mixture was shaken overnight at room temperature at 1000 rpm, added saturated NaCl (2 ml), and extrac... The reactants are CN(N=CC1=CC=CC=C1)C(=C(C#N)C#N)SC (Benzaldehyde N-methyl-N-(2,2-dicyano-1-methylmercaptoethenyl) hydrazone), CNC (dimethylamine). Run in C(C)O (ethanol). Run at temperature 0 celsius. Product: CN(N=CC1=CC=CC=C1)C(=C(C#N)C#N)N(C)C (Benzaldehyde N-methyl-N-[2,2-dicyano-1-(dimethylamino) ethenyl]hydrazone). RXN SMILES: [CH3:1][N:2]([C:11](SC)=[C:12]([C:15]#[N:16])[C:13]#[N:14])[N:3]=[CH:4][C:5]1[CH:10]=[CH:9][CH:8]=[CH:7][CH:6]=1.[CH3:19][NH:20][CH3:21]>C(O)C>[CH3:1][N:2]([C:11]([N:20]([CH3:21])[CH3:19])=[C:12]([C:15]#[N:16])[C:13]#[N:14])[N:3]=[CH:4][C:5]1[CH:10]=[CH:9][CH:8]=[CH:7][CH:6]=1. Reported procedure: The product of stage (a) (26 g), aqueous dimethylamine (6.6 g) and ethanol (250 ml) were heated under reflux for 4 hours and then cooled to 0° C. Benzaldehyde N-methyl-N-[2,2-dicyano-1-(dimethylamino)ethenyl]hydrazone (19.8 g) precipitated, m.p. 127°-128° C. Reactants: CC=CCO (methylallyl alcohol), [H-].[Na+] (sodium hydride), C(CC(O)(C(=O)O)CC(=O)O)(=O)O (citric acid), C1(CC1)NC(=O)C=1C=CC(=C(C1)NC(C1=C(C=CC(=C1)F)[N+](=O)[O-])=O)C (N-{5-[(cyclopropylamino)carbonyl]-2-methylphenyl}-5-fluoro-2-nitrobenzamide). Run in CC(=O)N(C)C (DMA). Run at time 1 hour. Yields the product C1(CC1)NC(=O)C=1C=CC(=C(C1)NC(C1=C(C=CC(=C1)OCC(=C)C)[N+](=O)[O-])=O)C (N-{5-[(cyclopropylamino)carbonyl]-2-methylphenyl}-5-[(2-methylprop-2-en-1-yl)oxy]-2-nitrobenzamide). RXN SMILES: CC=CCO.[H-].[Na+].[CH:8]1([NH:11][C:12]([C:14]2[CH:15]=[CH:16][C:17]([CH3:33])=[C:18]([NH:20][C:21](=[O:32])[C:22]3[CH:27]=[C:26](F)[CH:25]=[CH:24][C:23]=3[N+:29]([O-:31])=[O:30])[CH:19]=2)=[O:13])[CH2:10][CH2:9]1.C(O)(=O)[CH2:35][C:36]([CH2:41]C(O)=O)([C:38](O)=[O:39])O>CC(N(C)C)=O>[CH:8]1([NH:11][C:12]([C:14]2[CH:15]=[CH:16][C:17]([CH3:33])=[C:18]([NH:20][C:21](=[O:32])[C:22]3[CH:27]=[C:26]([O:39][CH2:38][C:36]([CH3:41])=[CH2:35])[CH:25]=[CH:24][C:23]=3[N+:29]([O-:31])=[O:30])[CH:19]=2)=[O:13])[CH2:10][CH2:9]1 |f:1.2|. Procedure details: To a solution of methylallyl alcohol (3.6 ml) in anhydrous DMA (200 ml) was added sodium hydride (60% dispersion in oil, 6.7 g) and the solution stirred for 1 hour. N-{5-[(cyclopropylamino)carbonyl]-2-methylphenyl}-5-fluoro-2-nitrobenzamide (10 g) was added and the mixture stirred at room temperature for 18 hours. The mixture was poured into 1N citric acid (300 ml) and the precipitated solid filtered off under reduced pressure and dried in the vacuum oven to give N-{5-[(cyclopropylamino)carbonyl... The reactants are Cc1cccc(C#Cc2nc(C)n(-c3cc[nH]c(=O)c3)c2C)c1, OCCI. Product: Cc1cccc(C#Cc2nc(C)n(-c3ccn(CCO)c(=O)c3)c2C)c1. Reaction SMILES: [CH3:1][c:2]1[n:3](-[c:17]2[cH:18][c:19](=[O:23])[nH:20][cH:21][cH:22]2)[c:4]([CH3:16])[c:5]([C:7]#[C:8][c:9]2[cH:10][c:11]([CH3:15])[cH:12][cH:13][cH:14]2)[n:6]1.[I:24][CH2:25][CH2:26][OH:27]>>[CH3:1][c:2]1[n:3](-[c:17]2[cH:18][c:19](=[O:23])[n:20]([CH2:25][CH2:26][OH:27])[cH:21][cH:22]2)[c:4]([CH3:16])[c:5]([C:7]#[C:8][c:9]2[cH:10][c:11]([CH3:15])[cH:12][cH:13][cH:14]2)[n:6]1. The reactants are BrC1=CC=2N(C3=CC(=CC=C3C2C=C1)Br)C1=CC=CC=C1 (2,7-dibromo-9-phenyl-9H-carbazole), COC=1C=CC(=C(C1)C1=CC=CC=C1)B(O)O (5-methoxybiphenyl-2-ylboronic acid), C(=O)([O-])[O-].[Na+].[Na+] (Na2CO3), CCO (EtOH). Reagents/catalysts: C=1C=CC(=CC1)[P](C=2C=CC=CC2)(C=3C=CC=CC3)[Pd]([P](C=4C=CC=CC4)(C=5C=CC=CC5)C=6C=CC=CC6)([P](C=7C=CC=CC7)(C=8C=CC=CC8)C=9C=CC=CC9)[P](C=1C=CC=CC1)(C=1C=CC=CC1)C=1C=CC=CC1 (tetrakis(triphenylphosphine)palladium). Solvent: C1(=CC=CC=C1)C (toluene). Conditions: temperature 110 celsius. Product: BrC1=CC=2N(C3=CC(=CC=C3C2C=C1)C1=C(C=C(C=C1)OC)C1=CC=CC=C1)C1=CC=CC=C1 (2-bromo-7-(5-methoxybiphenyl-2-yl)-9-phenyl-9H-carbazole). Isolated yield 59.0%. RXN SMILES: Br[C:2]1[CH:14]=[CH:13][C:12]2[C:11]3[C:6](=[CH:7][C:8]([Br:15])=[CH:9][CH:10]=3)[N:5]([C:16]3[CH:21]=[CH:20][CH:19]=[CH:18][CH:17]=3)[C:4]=2[CH:3]=1.[CH3:22][O:23][C:24]1[CH:25]=[CH:26][C:27](B(O)O)=[C:28]([C:30]2[CH:35]=[CH:34][CH:33]=[CH:32][CH:31]=2)[CH:29]=1.C([O-])([O-])=O.[Na+].[Na+].CCO>C1C=CC([P]([Pd]([P](C2C=CC=CC=2)(C2C=CC=CC=2)C2C=CC=CC=2)([P](C2C=CC=CC=2)(C2C=CC=CC=2)C2C=CC=CC=2)[P](C2C=CC=CC=2)(C2C=CC=CC=2)C2C=CC=CC=2)(C2C=CC=CC=2)C2C=CC=CC=2)=CC=1.C1(C)C=CC=CC=1>[Br:15][C:8]1[CH:9]=[CH:10][C:11]2[C:12]3[C:4](=[CH:3][C:2]([C:27]4[CH:26]=[CH:25][C:24]([O:23][CH3:22])=[CH:29][C:28]=4[C:30]4[CH:31]=[CH:32][CH:33]=[CH:34][CH:35]=4)=[CH:14][CH:13]=3)[N:5]([C:16]3[CH:17]=[CH:18][CH:19]=[CH:20][CH:21]=3)[C:6]=2[CH:7]=1 |f:2.3.4,^1:51,53,72,91|. Reported procedure: A mixture of 4 g (10 mmol) of 2,7-dibromo-9-phenyl-9H-carbazole, 75 g (12 mmol) of 5-methoxybiphenyl-2-ylboronic acid, 0.12 g (0.1 mmol) of tetrakis(triphenylphosphine)palladium, 15 ml of 2M Na2CO3, 20 ml of EtOH and 60 ml toluene was degassed and placed under nitrogen, and then heated at 110° C. for 8 h. After finishing the reaction, the mixture was allowed to cool to room temperature. The reaction mixture was extracted with ethyl acetate and water, dried with anhydrous magnesium sulfate, the s...